This data is from the Open Reaction Database (ORD), a public repository of structured organic reaction records. The task is: describe an organic reaction: reactants, conditions, products, and yield Reactants: C(C1=CC=CC=C1)=O (Benzaldehyde), C(CCS)S (1,3-propanedithiol). The solvent is C(Cl)Cl (methylene chloride). Run at time 8 hour. Yields the product C1(=CC=CC=C1)C1SCCCS1 (2-Phenyl-1,3-dithiane). The yield is 89.0%. RXN SMILES: [CH:1](=O)[C:2]1[CH:7]=[CH:6][CH:5]=[CH:4][CH:3]=1.[CH2:9]([SH:13])[CH2:10][CH2:11][SH:12]>C(Cl)Cl>[C:2]1([CH:1]2[S:13][CH2:9][CH2:10][CH2:11][S:12]2)[CH:7]=[CH:6][CH:5]=[CH:4][CH:3]=1. Procedure: Benzaldehyde (11.5 mL, 112 mmol and 1,3-propanedithiol (120 mL, 92.5 mmol) were stirred in methylene chloride (200 mL) at 0° C. and HCl(g) was bubbled into the solution followed by addition of zinc chloride (9 g). The mixture was stirred overnight after which it was poured onto 10% potassium hydroxide solution. The layers were separated and the organic extract was washed with 10% potassium hydroxide solution, water, brine and dried (MgSO4). Evaporation of solvent at reduced pressure afforded an ... Reactants: [Sn](Cl)Cl (tin dichloride), C(#N)C1=CC=C(C=C1)N1CC(=C(C=C1)N)[N+](=O)[O-] (N-(4-cyanophenyl)-4-amino-3-nitropyridine), C(C)O (ethanol), ice. Solvent: aqueous bydrochloric acid, O (water). The product is NC=1C=NC=CC1NC1=CC=C(C=C1)C#N (3-Amino-4-(4'-cyanophenyl)aminopyridine). RXN SMILES: [Sn](Cl)Cl.[C:4]([C:6]1[CH:11]=[CH:10][C:9]([N:12]2C=C[C:15]([NH2:18])=[C:14]([N+:19]([O-])=O)[CH2:13]2)=[CH:8][CH:7]=1)#[N:5].[CH2:22](O)[CH3:23]>O>[NH2:19][C:14]1[CH:15]=[N:18][CH:22]=[CH:23][C:13]=1[NH:12][C:9]1[CH:8]=[CH:7][C:6]([C:4]#[N:5])=[CH:11][CH:10]=1. Reported procedure: According to a modification of the method of Pharm. Helv. Acta, 1975, 50, 188., tin dichloride dibydrate (56.4 g, 250 mmol) was added to a suspension of N-(4-cyanophenyl)-4-amino-3-nitropyridine (12.0 g, 50 mmol) in 2N aqueous bydrochloric acid (35 ml), water (150 ml) and ethanol (75 ml) and the resulting mixture was heated to reflux for 10 minutes under nitrogen. The mixture was cooled in ice, poured into ice-cold 2N aqueous sodium bydroxide (400 ml) and filtered. The creamy-coloured solid was ... Starting materials: BrC=1C=C2C(N(C(NC2=CC1)C1=CC(=CC=C1)Cl)CC(=O)NC(C)(C)C)=O (2-[6-bromo-2-(3-chlorophenyl)-4-oxo-1,4-dihydro-2H-quinazolin-3-yl]-N-tert-butylacetamide). The reagents and catalysts are [O-2].[O-2].[Mn+4] (manganese(IV) dioxide). The solvent is C(Cl)(Cl)Cl (chloroform). Conditions: temperature 70 celsius. The product is BrC=1C=C2C(N(C(=NC2=CC1)C1=CC(=CC=C1)Cl)CC(=O)NC(C)(C)C)=O (2-[6-bromo-2-(3-chlorophenyl)-4-oxo-4H-quinazolin-3-yl]-N-tert-butylacetamide). Isolated yield 100.0%. Reaction SMILES: [Br:1][C:2]1[CH:3]=[C:4]2[C:9](=[CH:10][CH:11]=1)[NH:8][CH:7]([C:12]1[CH:17]=[CH:16][CH:15]=[C:14]([Cl:18])[CH:13]=1)[N:6]([CH2:19][C:20]([NH:22][C:23]([CH3:26])([CH3:25])[CH3:24])=[O:21])[C:5]2=[O:27]>C(Cl)(Cl)Cl.[O-2].[O-2].[Mn+4]>[Br:1][C:2]1[CH:3]=[C:4]2[C:9](=[CH:10][CH:11]=1)[N:8]=[C:7]([C:12]1[CH:17]=[CH:16][CH:15]=[C:14]([Cl:18])[CH:13]=1)[N:6]([CH2:19][C:20]([NH:22][C:23]([CH3:25])([CH3:24])[CH3:26])=[O:21])[C:5]2=[O:27] |f:2.3.4|. Reported procedure: In a capped 20 mL scintillation vial, a mixture of 2-[6-bromo-2-(3-chlorophenyl)-4-oxo-1,4-dihydro-2H-quinazolin-3-yl]-N-tert-butylacetamide (0.51 g, 1.13 mmol) and manganese(IV) dioxide (0.44 g, 5.10 mmol) in chloroform (10 mL) was heated at 70° C. for 3 h. The black suspension was cooled to room temperature, filtered through a pad of celite and concentrated in vacuo to provide 2-[6-bromo-2-(3-chlorophenyl)-4-oxo-4H-quinazolin-3-yl]-N-tert-butylacetamide (INTERMEDIATE VI.1) (0.51 g, 1.13 mmol, ... Reaction SMILES: [Cl:1][C:2]1[CH:3]=[C:4]([CH:25]=[CH:26][C:27]=1[Cl:28])[CH2:5][N:6]([CH3:24])[C:7]([C:9]1[CH2:10][N:11]([CH2:16][CH2:17][N:18]2[CH2:23][CH2:22][NH:21][CH2:20][CH2:19]2)[C:12](=[O:15])[C:13]=1[OH:14])=[O:8].[F:29][C:30]1[CH:38]=[CH:37][C:33]([C:34](Cl)=[O:35])=[CH:32][CH:31]=1>>[Cl:1][C:2]1[CH:3]=[C:4]([CH:25]=[CH:26][C:27]=1[Cl:28])[CH2:5][N:6]([CH3:24])[C:7]([C:9]1[CH2:10][N:11]([CH2:16][CH2:17][N:18]2[CH2:19][CH2:20][N:21]([C:34](=[O:35])[C:33]3[CH:37]=[CH:38][C:30]([F:29])=[CH:31][CH:32]=3)[CH2:22][CH2:23]2)[C:12](=[O:15])[C:13]=1[OH:14])=[O:8]. The reactants are compound 759, ClC=1C=C(CN(C(=O)C=2CN(C(C2O)=O)CCN2CCNCC2)C)C=CC1Cl (4-hydroxy-5-oxo-1-(2-piperazin-1-yl-ethyl)-2,5-dihydro-1H-pyrrole-3-carboxylic acid (3,4-dichloro-benzyl)-methyl-amide), FC1=CC=C(C(=O)Cl)C=C1 (4-fluoro-benzoyl chloride). Procedure: Compound 760 was prepared from 4-hydroxy-5-oxo-1-(2-piperazin-1-yl-ethyl)-2,5-dihydro-1H-pyrrole-3-carboxylic acid (3,4-dichloro-benzyl)-methyl-amide and 4-fluoro-benzoyl chloride using the method described for compound 759. The title compound was purified by preparative HPLC (C18, ODS-A, S-75 μm, 30% acetonitrile/water/0.5% TFA) and isolated as a white powder (0.0098 g, 2% yield). HRMS (M−H) calcd for C26H26N4Cl2O4F: 547.13151. found: 547.1310. Yields the product ClC=1C=C(CN(C(=O)C=2CN(C(C2O)=O)CCN2CCN(CC2)C(C2=CC=C(C=C2)F)=O)C)C=CC1Cl (1-{2-[4-(4-Fluoro-benzoyl)-piperazin-1-yl]-ethyl}-4-hydroxy-5-oxo-2,5-dihydro-1H-pyrrole-3-carboxylic acid (3,4-dichloro-benzyl)-methyl-amide), powder. Yield: 2.0%. Reactants: CN1C=CC2=CC=CC(=C12)B1OC(C(O1)(C)C)(C)C (Methyl-7-(4,4,5,5-tetramethyl-1,3,2-dioxaborolan-2-yl)-1H-indole), BrC=1N=C2C(=NC1)N(C=C2C(=O)NC(C)(C)C)COCC[Si](C)(C)C (2-Bromo-N-tert-butyl-5-((2-(trimethylsilyl)ethoxy)methyl)-5H-pyrrolo[2,3-b]pyrazine-7-carboxamide), C([O-])([O-])=O.[K+].[K+] (potassium carbonate), CC=1NC2=C(C=CC=C2C1)B1OC(C(O1)(C)C)(C)C (2-methyl-7-(4,4,5,5-tetramethyl-1,3,2-dioxaborolan-2-yl)-1H-indole). Reagents/catalysts: C=1C=CC(=CC1)[P](C=2C=CC=CC2)(C=3C=CC=CC3)[Pd]([P](C=4C=CC=CC4)(C=5C=CC=CC5)C=6C=CC=CC6)([P](C=7C=CC=CC7)(C=8C=CC=CC8)C=9C=CC=CC9)[P](C=1C=CC=CC1)(C=1C=CC=CC1)C=1C=CC=CC1 (Tetrakis(triphenylphosphine)palladium(0)). The solvent is O1CCOCC1 (dioxane), C(C)(=O)OCC.CCOCC (ethyl acetate ether). Conditions: temperature 80 celsius. Product: C(C)(C)(C)NC(=O)C1=CN(C2=NC=C(N=C21)C=2C=CC=C1C=C(NC21)C)COCC[Si](C)(C)C (N-tert-butyl-2-(2-methyl-1H-indol-7-yl)-5-(2-trimethylsilanyl-ethoxymethyl)-5H-pyrrolo[2,3-b]pyrazine-7-carboxamide). Yield: 73.6%. Reaction SMILES: Br[C:2]1[N:3]=[C:4]2[C:10]([C:11]([NH:13][C:14]([CH3:17])([CH3:16])[CH3:15])=[O:12])=[CH:9][N:8]([CH2:18][O:19][CH2:20][CH2:21][Si:22]([CH3:25])([CH3:24])[CH3:23])[C:5]2=[N:6][CH:7]=1.C(=O)([O-])[O-].[K+].[K+].[CH3:32][C:33]1[NH:34][C:35]2[C:40]([CH:41]=1)=[CH:39][CH:38]=[CH:37][C:36]=2B1OC(C)(C)C(C)(C)O1.CN1C2C(=CC=CC=2B2OC(C)(C)C(C)(C)O2)C=C1>O1CCOCC1.C(OCC)(=O)C.CCOCC.C1C=CC([P]([Pd]([P](C2C=CC=CC=2)(C2C=CC=CC=2)C2C=CC=CC=2)([P](C2C=CC=CC=2)(C2C=CC=CC=2)C2C=CC=CC=2)[P](C2C=CC=CC=2)(C2C=CC=CC=2)C2C=CC=CC=2)(C2C=CC=CC=2)C2C=CC=CC=2)=CC=1>[C:14]([NH:13][C:11]([C:10]1[C:4]2[C:5](=[N:6][CH:7]=[C:2]([C:36]3[CH:37]=[CH:38][CH:39]=[C:40]4[C:35]=3[NH:34][C:33]([CH3:32])=[CH:41]4)[N:3]=2)[N:8]([CH2:18][O:19][CH2:20][CH2:21][Si:22]([CH3:25])([CH3:24])[CH3:23])[CH:9]=1)=[O:12])([CH3:17])([CH3:16])[CH3:15] |f:1.2.3,7.8,^1:90,92,111,130|. Procedure details: 2-Bromo-N-tert-butyl-5-((2-(trimethylsilyl)ethoxy)methyl)-5H-pyrrolo[2,3-b]pyrazine-7-carboxamide (79 mg, 185 μmol), potassium carbonate (51.1 mg, 370 μmol) and 2-methyl-7-(4,4,5,5-tetramethyl-1,3,2-dioxaborolan-2-yl)-1H-indole (95.1 mg, 370 μmol) were dissolved in dioxane (5 mL) and water (0.5 mL), then the reaction was purged with nitrogen for 1 minute. Tetrakis(triphenylphosphine)palladium(0) (21.4 mg, 18.5 μmol) was then added, and the reaction was placed under a nitrogen atmosphere and the ... Reactants: C([O-])([O-])=O.[K+].[K+] (potassium carbonate), CC1=NN2C(C=CC=C2)=C1 (2-methylpyrazolo[1,5-a]pyridine), ice water, P(=O)(Cl)(Cl)Cl (phosphorus oxychloride). Solvent: CN(C=O)C (dimethylformamide). Product: C(=O)C=1C(=NN2C1C=CC=C2)C (3-Formyl-2-methylpyrazolo[1,5-a]pyridine). RXN SMILES: P(Cl)(Cl)(Cl)=O.[CH3:6][C:7]1[CH:15]=[C:10]2[CH:11]=[CH:12][CH:13]=[CH:14][N:9]2[N:8]=1.[C:16](=O)([O-])[O-:17].[K+].[K+]>CN(C)C=O>[CH:16]([C:15]1[C:7]([CH3:6])=[N:8][N:9]2[CH:14]=[CH:13][CH:12]=[CH:11][C:10]=12)=[O:17] |f:2.3.4|. Procedure: To 116.6 ml of dimethylformamide was added 105 ml of phosphorus oxychloride, followed by 99 g of 2-methylpyrazolo[1,5-a]pyridine under stirring at keeping the temperature below 20° C. The reaction mixture was stirred at 50°-60° C. for 1 hours, then poured into ice water. Acidic aqueous solution was neutralized with potassium carbonate, then extracted with dichloromethane, washed with salt water, dried over anhydrous sodium sulfate and then concentrated. The resulting residue was recrystallized f...